Dataset: the Open Reaction Database (ORD), a public repository of structured organic reaction records. Task: describe an organic reaction: reactants, conditions, products, and yield The reactants are CC(C)=O, COc1nc(Cl)nc(OC)n1, [K+], [OH-], O, CC(C)(c1ccccc1)C(S)C(=O)O. Product: COc1nc(OC)nc(SC(C(=O)O)C(C)(C)c2ccccc2)n1. RXN SMILES: [CH3:28][C:29](=[O:30])[CH3:31].[Cl:17][c:18]1[n:19][c:20]([O:26][CH3:27])[n:21][c:22]([O:24][CH3:25])[n:23]1.[K+:16].[OH-:15].[OH2:32].[c:1]1([C:7]([CH:8]([C:9](=[O:10])[OH:11])[SH:12])([CH3:13])[CH3:14])[cH:2][cH:3][cH:4][cH:5][cH:6]1>>[c:1]1([C:7]([CH:8]([C:9](=[O:10])[OH:11])[S:12][c:18]2[n:19][c:20]([O:26][CH3:27])[n:21][c:22]([O:24][CH3:25])[n:23]2)([CH3:13])[CH3:14])[cH:2][cH:3][cH:4][cH:5][cH:6]1. The reactants are Cc1nn(C)cc1-n1c(=O)n(C)c2cnc3ccc(-c4cccnc4)cc3c21, COc1ccc(P2(=S)SP(=S)(c3ccc(OC)cc3)S2)cc1, C1COCCO1. The product is Cc1nn(C)cc1-n1c(=S)n(C)c2cnc3ccc(-c4cccnc4)cc3c21. RXN SMILES: [CH3:1][n:2]1[n:3][c:4]([CH3:28])[c:5](-[n:7]2[c:8](=[O:27])[n:9]([CH3:26])[c:10]3[cH:11][n:12][c:13]4[cH:14][cH:15][c:16](-[c:20]5[cH:21][n:22][cH:23][cH:24][cH:25]5)[cH:17][c:18]4[c:19]23)[cH:6]1.[CH3:29][O:30][c:31]1[cH:32][cH:33][c:34]([P:35]2(=[S:38])[S:36][P:37]([c:39]3[cH:40][cH:41][c:42]([O:43][CH3:44])[cH:45][cH:46]3)(=[S:47])[S:48]2)[cH:49][cH:50]1.[O:51]1[CH2:52][CH2:53][O:54][CH2:55][CH2:56]1>>[CH3:1][n:2]1[n:3][c:4]([CH3:28])[c:5](-[n:7]2[c:8](=[S:38])[n:9]([CH3:26])[c:10]3[cH:11][n:12][c:13]4[cH:14][cH:15][c:16](-[c:20]5[cH:21][n:22][cH:23][cH:24][cH:25]5)[cH:17][c:18]4[c:19]23)[cH:6]1. Reactants: CCN(C(C)C)C(C)C (Hünig's base), S1C(=NC=C1)S(=O)(=O)Cl (2-thiazolesulfonyl chloride), C1(CCCCC1)P(C1=C(C=CC=C1)C1=C(C=CC=C1OC(C)C)OC(C)C)C1CCCCC1 (dicyclohexyl(2′,6′-diisopropoxybiphenyl-2-yl)phosphine), BrC1=CC=C(C=C1)C(C(F)(F)F)(C(F)(F)F)O (2-(4-bromophenyl)-1,1,1,3,3,3-hexafluoro-2-propanol), C[C@H]1CN(CCN1)C(=O)OC(C)(C)C ((S)-tert-butyl 3-methylpiperazine-1-carboxylate), CC(C)([O-])C.[Na+] (sodium tert-butoxide). The reagents and catalysts are C=1C=CC(=CC1)/C=C/C(=O)/C=C/C2=CC=CC=C2.C=1C=CC(=CC1)/C=C/C(=O)/C=C/C2=CC=CC=C2.C=1C=CC(=CC1)/C=C/C(=O)/C=C/C2=CC=CC=C2.[Pd].[Pd] (tris(dibenzylideneacetone)dipalladium). The solvent is C1(=CC=CC=C1)C (toluene). Run at temperature 100 celsius, time 3 hour. Product: FC(C(=O)O)(F)F.FC(C(C(F)(F)F)(O)C1=CC=C(C=C1)N1[C@H](CN(CC1)S(=O)(=O)C=1SC=CN1)C)(F)F (1,1,1,3,3,3-hexafluoro-2-(4-((2S)-2-methyl-4-(1,3-thiazol-2-ylsulfonyl)-1-piperazinyl)phenyl)-2-propanol trifluoroacetate). Yield: 27.2%. RXN SMILES: Br[C:2]1[CH:7]=[CH:6][C:5]([C:8]([OH:17])([C:13]([F:16])([F:15])[F:14])[C:9]([F:12])([F:11])[F:10])=[CH:4][CH:3]=1.[CH3:18][C@@H:19]1[NH:24][CH2:23][CH2:22][N:21](C(OC(C)(C)C)=[O:26])[CH2:20]1.CC(C)([O-])C.[Na+].C1(P(C2CCCCC2)C2C=CC=CC=2C2C(OC(C)C)=CC=CC=2OC(C)C)CCCCC1.CCN(C(C)C)C(C)C.[S:80]1[CH:84]=[CH:83][N:82]=[C:81]1[S:85](Cl)(=[O:87])=[O:86]>C1C=CC(/C=C/C(/C=C/C2C=CC=CC=2)=O)=CC=1.C1C=CC(/C=C/C(/C=C/C2C=CC=CC=2)=O)=CC=1.C1C=CC(/C=C/C(/C=C/C2C=CC=CC=2)=O)=CC=1.[Pd].[Pd].C1(C)C=CC=CC=1>[F:14][C:13]([F:16])([F:15])[C:8]([OH:17])=[O:26].[F:10][C:9]([F:12])([F:11])[C:8]([C:5]1[CH:6]=[CH:7][C:2]([N:24]2[CH2:23][CH2:22][N:21]([S:85]([C:81]3[S:80][CH:84]=[CH:83][N:82]=3)(=[O:87])=[O:86])[CH2:20][C@@H:19]2[CH3:18])=[CH:3][CH:4]=1)([OH:17])[C:13]([F:16])([F:15])[F:14] |f:2.3,7.8.9.10.11,13.14|. Procedure details: A vial was charged with 2-(4-bromophenyl)-1,1,1,3,3,3-hexafluoro-2-propanol (0.161 g, 0.499 mmol, Bioorg. Med. Chem. Lett. 2002, 12, 3009), (S)-tert-butyl 3-methylpiperazine-1-carboxylate (0.100 g, 0.499 mmol, Sigma-Aldrich, St. Louis, Mo.), sodium tert-butoxide (0.115 g, 1.198 mmol), and 2.5 mL of anhydrous toluene. To this was added dicyclohexyl(2′,6′-diisopropoxybiphenyl-2-yl)phosphine (RuPhos) (0.035 g, 0.075 mmol, Strem Chemical Inc, Newburyport, Mass.) and tris(dibenzylideneacetone)dipalla... Starting materials: [BH4-].[Na+] (sodium borohydride), [I-].CC=1C=C(OC2=CC=[N+](C=C2)CCCN(C2=CC=CC=C2)C2=CC=CC=C2)C=CC1 (4-(3-methylphenoxy)-1-[3-(N,N-diphenylamino)propyl]pyridinium iodide), C(C=CC(=O)O)(=O)O.CC=1C=C(OC2CCN(CC2)CCCN(C2=CC=CC=C2)C2=CC=CC=C2)C=CC1 (3,5-dihydro-4-(3-methylphenoxy)-N,N-diphenyl-1(2H)-pyridinepropanamine butenedioate). The solvent is CO (methanol). Product: C(C=CC(=O)O)(=O)O.CC=1C=C(OC=2CCN(CC2)CCCN(C2=CC=CC=C2)C2=CC=CC=C2)C=CC1 (3,6-Dihydro-4-(3-methylphenoxy)-N,N-diphenyl-1(2H)-pyridinepropanamine butenedioate). RXN SMILES: [BH4-].[Na+].[I-].[CH3:4][C:5]1[CH:6]=[C:7]([CH:31]=[CH:32][CH:33]=1)[O:8][C:9]1[CH:14]=[CH:13][N+:12]([CH2:15][CH2:16][CH2:17][N:18]([C:25]2[CH:30]=[CH:29][CH:28]=[CH:27][CH:26]=2)[C:19]2[CH:24]=[CH:23][CH:22]=[CH:21][CH:20]=2)=[CH:11][CH:10]=1.[C:34]([OH:41])(=[O:40])[CH:35]=[CH:36][C:37]([OH:39])=[O:38].CC1C=C(C=CC=1)OC1CCN(CCCN(C2C=CC=CC=2)C2C=CC=CC=2)CC1>CO>[C:34]([OH:41])(=[O:40])[CH:35]=[CH:36][C:37]([OH:39])=[O:38].[CH3:4][C:5]1[CH:6]=[C:7]([CH:31]=[CH:32][CH:33]=1)[O:8][C:9]1[CH2:14][CH2:13][N:12]([CH2:15][CH2:16][CH2:17][N:18]([C:19]2[CH:24]=[CH:23][CH:22]=[CH:21][CH:20]=2)[C:25]2[CH:26]=[CH:27][CH:28]=[CH:29][CH:30]=2)[CH2:11][CH:10]=1 |f:0.1,2.3,4.5,7.8|. Procedure details: 5.0 g. of sodium borohydride, (0.131 moles) is added portionwise to a solution of 13 g. (0.032 moles) of 4-(3-methylphenoxy)-1-[3-(N,N-diphenylamino)propyl]pyridinium iodide in 200 ml. of methanol over a 10 minute period, allowing the temperature to reach reflux. The reaction is refluxed another 20 minutes. Solvent is evaporated. The residue is dissolved in chloroform, washed with sodium carbonate solution, and dried. Solvent is evaporated. The residue is converted to the maleate in ether and re... The reactants are [Li+].[OH-] (LiOH), Cl (HCl), N1=CNC2=C1C=CC=C2 (benzimidazole), CI (MeI), [H-].[Na+] (NaH), [H-].[Na+] (NaH), N1C(=NC2=C1C=CC=C2)N(C2CCC(CC2)C(C)(C)C)CC2=CC=C(C(=O)OC)C=C2 (Methyl 4-{[1H-benzimidazol-2-yl(4-tert-butylcyclohexyl)amino]methyl}-benzoate), CI (MeI). Run in O (H2O), CCOC(=O)C.O (EtOAc H2O), C1CCOC1 (THF). Reaction conditions: time 1 hour. Yields the product C(C)(C)(C)C1CCC(CC1)N(C1=NC2=C(N1C)C=CC=C2)CC2=CC=C(C(=O)O)C=C2 (4-{[(4-tert-Butylcyclohexyl)(1-methyl-1H-benzimidazol-2-yl)amino]methyl}-benzoic acid). As a reaction SMILES: [NH:1]1[C:5]2[CH:6]=[CH:7][CH:8]=[CH:9][C:4]=2[N:3]=[C:2]1[N:10]([CH2:21][C:22]1[CH:31]=[CH:30][C:25]([C:26]([O:28]C)=[O:27])=[CH:24][CH:23]=1)[CH:11]1[CH2:16][CH2:15][CH:14]([C:17]([CH3:20])([CH3:19])[CH3:18])[CH2:13][CH2:12]1.CI.[H-].[Na+].N1C2C=CC=CC=2N[CH:37]=1.[Li+].[OH-].Cl>C1COCC1.O.CCOC(C)=O.O>[C:17]([CH:14]1[CH2:13][CH2:12][CH:11]([N:10]([CH2:21][C:22]2[CH:23]=[CH:24][C:25]([C:26]([OH:28])=[O:27])=[CH:30][CH:31]=2)[C:2]2[N:1]([CH3:37])[C:5]3[CH:6]=[CH:7][CH:8]=[CH:9][C:4]=3[N:3]=2)[CH2:16][CH2:15]1)([CH3:18])([CH3:20])[CH3:19] |f:2.3,5.6,10.11|. Reported procedure: To the title compound from Example 1 Step C (0.72 mmol, 300 mg) in 5 mL of THF was added MeI (1 mmol, 67 μL), followed by NaH (1 mmol, 40 mg of 60% dispersion in mineral oil) (exothermic, H2 evolution). After 1 h starting benzimidazole was still present, so the reaction was treated with additional MeI (1 mmol) and NaH (1 mmol). After 1 h the reaction was complete (HPLC A: 2.38). The mixture was concentrated under reduced pressure and the residue was taken up in 6 mL of dioxane. A solution of LiO... The reactants are O=C(Cl)c1ccc(Cl)nc1, Cc1cc(NC(=O)c2ccc(Cl)nc2)ccc1I, Nc1ccc(C(F)(F)F)cc1F. The product is O=C(Nc1ccc(C(F)(F)F)cc1F)c1ccc(Cl)nc1. As a reaction SMILES: [Cl:13][c:14]1[n:15][cH:16][c:17]([C:18](=[O:19])[Cl:20])[cH:21][cH:22]1.[Cl:23][c:24]1[cH:25][cH:26][c:27]([C:28]([NH:29][c:30]2[cH:31][cH:32][c:33]([I:34])[c:35]([CH3:36])[cH:37]2)=[O:38])[cH:39][n:40]1.[F:1][c:2]1[c:3]([NH2:4])[cH:5][cH:6][c:7]([C:9]([F:10])([F:11])[F:12])[cH:8]1>>[F:1][c:2]1[c:3]([NH:4][C:18]([c:17]2[cH:16][n:15][c:14]([Cl:13])[cH:22][cH:21]2)=[O:19])[cH:5][cH:6][c:7]([C:9]([F:10])([F:11])[F:12])[cH:8]1. Reactants: C(C)(C)(C)OC(=O)N1CC2=CC(=CC=C2C(C1)(C)C)NC(=O)C=1C(=NC=CC1)F (7-[(2-fluoro-pyridine-3-carbonyl)-amino]-4,4-dimethyl-3,4-dihydro-1H-isoquinoline-2-carboxylic acid tert-butyl ester), Cl.Cl.N1C=CC=2C1=NC=CC2CN (C-(1H-pyrrolo[2,3-b]pyridin-4-yl)-methylamine, dihydrochloride), CCN(C(C)C)C(C)C (DIEA). Run in C(C)(C)(C)O (t-butanol). Conditions: time 1200 second. Product: C(C)(C)(C)OC(=O)N1CC2=CC(=CC=C2C(C1)(C)C)NC(=O)C=1C(=NC=CC1)NCC1=C2C(=NC=C1)NC=C2 (4,4-dimethyl-7-({2-[(1H-pyrrolo[2,3-b]pyridin-4-ylmethyl)-amino]-pyridine-3-carbonyl}-amino)-3,4-dihydro-1H-isoquinoline-2-carboxylic acid tert-butyl ester). RXN SMILES: [C:1]([O:5][C:6]([N:8]1[CH2:17][C:16]([CH3:19])([CH3:18])[C:15]2[C:10](=[CH:11][C:12]([NH:20][C:21]([C:23]3[C:24](F)=[N:25][CH:26]=[CH:27][CH:28]=3)=[O:22])=[CH:13][CH:14]=2)[CH2:9]1)=[O:7])([CH3:4])([CH3:3])[CH3:2].Cl.Cl.[NH:32]1[C:36]2=[N:37][CH:38]=[CH:39][C:40]([CH2:41][NH2:42])=[C:35]2[CH:34]=[CH:33]1.CCN(C(C)C)C(C)C>C(O)(C)(C)C>[C:1]([O:5][C:6]([N:8]1[CH2:17][C:16]([CH3:19])([CH3:18])[C:15]2[C:10](=[CH:11][C:12]([NH:20][C:21]([C:23]3[C:24]([NH:42][CH2:41][C:40]4[CH:39]=[CH:38][N:37]=[C:36]5[NH:32][CH:33]=[CH:34][C:35]=45)=[N:25][CH:26]=[CH:27][CH:28]=3)=[O:22])=[CH:13][CH:14]=2)[CH2:9]1)=[O:7])([CH3:4])([CH3:3])[CH3:2] |f:1.2.3|. Procedure: A mixture of 7-[(2-fluoro-pyridine-3-carbonyl)-amino]-4,4-dimethyl-3,4-dihydro-1H-isoquinoline-2-carboxylic acid tert-butyl ester (1.99 g, 4.98 mmol) and C-(1H-pyrrolo[2,3-b]pyridin-4-yl)-methylamine, dihydrochloride (1.79 g, 8.14 mmol), DIEA (6 mL), and t-butanol (9 mL) in 3 microwave vials was subjected to 170° C., 1200 s of microwave. The combined mixture was concentrated and purified by column chromatography (Biotage, 0 to 7% MeOH with 10% NH4OH in CH2Cl2) to afford the title compound. The reactants are C(CCC)[Li] (n-Butyl lithium), solution, C(C)(C)(C)OC(=O)N1CCC(CC1)C=O (1-(t-butoxycarbonyl)-piperidine-4-aldehyde), C(C)OP(=O)(OCC)Cl (Diethylchlorophosphate), [Cl-].[NH4+] (ammonium chloride), C(CCC)[Li] (n-Butyl lithium), solution, FC1=CC=C(C=C1)N1CCN(CC1)S(=O)(=O)C (4-(4-fluorophenyl)-1-methanesulphonylpiperazine). Run in C(C)(=O)OCC (ethyl acetate), C1CCOC1 (THF), C1CCOC1 (THF), C1CCOC1 (THF), C1CCOC1 (THF). Conditions: time 30 minute. The product is FC1=CC=C(C=C1)N1CCN(CC1)S(=O)(=O)C=CC1CCN(CC1)C(=O)OC(C)(C)C (4-(4-fluorophenyl)-1-[2-(1-t-butoxycarbonylpiperidin-4-yl)-ethenylsulphonyl]-piperazine). RXN SMILES: C([Li])CCC.[F:6][C:7]1[CH:12]=[CH:11][C:10]([N:13]2[CH2:18][CH2:17][N:16]([S:19]([CH3:22])(=[O:21])=[O:20])[CH2:15][CH2:14]2)=[CH:9][CH:8]=1.C(OP(Cl)(OCC)=O)C.[C:32]([O:36][C:37]([N:39]1[CH2:44][CH2:43][CH:42]([CH:45]=O)[CH2:41][CH2:40]1)=[O:38])([CH3:35])([CH3:34])[CH3:33].[Cl-].[NH4+]>C1COCC1.C(OCC)(=O)C>[F:6][C:7]1[CH:8]=[CH:9][C:10]([N:13]2[CH2:18][CH2:17][N:16]([S:19]([CH:22]=[CH:45][CH:42]3[CH2:43][CH2:44][N:39]([C:37]([O:36][C:32]([CH3:33])([CH3:35])[CH3:34])=[O:38])[CH2:40][CH2:41]3)(=[O:20])=[O:21])[CH2:15][CH2:14]2)=[CH:11][CH:12]=1 |f:4.5|. Procedure details: n-Butyl lithium (8.6 ml of a 1.6 M solution in THF) was added dropwise to a suspension of 4-(4-fluorophenyl)-1-methanesulphonylpiperazine (3.52 g) in THF (40 ml) at −78° C. and the mixture was stirred for 30 minutes. Diethylchlorophosphate (1.97 ml) was added dropwise and the mixture was stirred at −78° C. for a further 30 minutes. n-Butyl lithium (8.6 ml of a 1.6 M solution in THF) was added dropwise and stirred for 30 minutes. A solution of 1-(t-butoxycarbonyl)-piperidine-4-aldehyde (2.91 g) i... Reported procedure: 100 kg. of 3,4-diethoxy-benzyl cyanide are hydrogenated in 310 1. of a 80 to 96% aqueous ethanol containing 9 to 12% of ammonia in the presence of 24 kg. of a Raney-nickel catalyst pretreated according to Example 3, at 45° to 68° C under a hydrogen overpressure of 8 to 10 atm. The catalyst is filtered off, the solution is evaporated and the residue is subjected to fractionation in vacuo. Thus 96 kg. of highly pure 3,4-diethoxy-beta-phenyl-ethylamine are obtained. The purity is almost 100%. The m... The reactants are C(C)OC=1C=C(CC#N)C=CC1OCC (3,4-diethoxy-benzyl cyanide), N (ammonia). Reaction SMILES: [CH2:1]([O:3][C:4]1[CH:5]=[C:6]([CH:10]=[CH:11][C:12]=1[O:13][CH2:14][CH3:15])[CH2:7][C:8]#[N:9])[CH3:2].N>[Ni].C(O)C>[CH2:1]([O:3][C:4]1[CH:5]=[C:6]([CH2:7][CH2:8][NH2:9])[CH:10]=[CH:11][C:12]=1[O:13][CH2:14][CH3:15])[CH3:2]. Reagents/catalysts: [Ni] (Raney-nickel). Product: C(C)OC=1C=C(C=CC1OCC)CCN (3,4-diethoxy-beta-phenyl-ethylamine). Run in C(C)O (ethanol).